This data is from the Open Reaction Database (ORD), a public repository of structured organic reaction records. The task is: describe an organic reaction: reactants, conditions, products, and yield Starting materials: COC=1C=C2C=CN=C(C2=CC1)O (6-methoxyisoquinoline-1-ol), C(=O)([O-])[O-].[K+].[K+] (K2CO3), Cl.ClCCN1CCCCC1 (N-chloroethyl-piperidine hydrochloride salt). The solvent is CC(=O)C (acetone). Yields the product COC=1C=C2C=CN=C(C2=CC1)OCCN1CCCCC1 (6-methoxy-1-(2-(piperidin-1-yl)ethoxy)isoquinoline). The yield is 92.0%. RXN SMILES: [CH3:1][O:2][C:3]1[CH:4]=[C:5]2[C:10](=[CH:11][CH:12]=1)[C:9]([OH:13])=[N:8][CH:7]=[CH:6]2.C([O-])([O-])=O.[K+].[K+].Cl.Cl[CH2:22][CH2:23][N:24]1[CH2:29][CH2:28][CH2:27][CH2:26][CH2:25]1>CC(C)=O>[CH3:1][O:2][C:3]1[CH:4]=[C:5]2[C:10](=[CH:11][CH:12]=1)[C:9]([O:13][CH2:22][CH2:23][N:24]1[CH2:29][CH2:28][CH2:27][CH2:26][CH2:25]1)=[N:8][CH:7]=[CH:6]2 |f:1.2.3,4.5|. Procedure details: To a solution of 6-methoxyisoquinoline-1-ol (1.00 g, 5.71 mmol) in acetone, K2CO3 (4.73 g, 34.26 mmol) and N-chloroethyl-piperidine hydrochloride salt (1.37 g, 7.42 mmol) were added. The solution was heated to reflux for 6 hours. The solution was evaporated to dryness. The residue was hydrolyzed by adding water, then extracted with ethyl acetate. The organic layers were separated and dried over anhydrous MgSO4. The solvent was removed under reduced pressure. The residue was purified by flash chr... Reactants: CCCCCC, O=S(=O)(c1ccccc1)c1c(Cl)[nH]c2ccccc12, ClCc1ccc(Cl)cc1, ClCCl. The product is O=S(=O)(c1ccccc1)c1c(Cl)n(Cc2ccc(Cl)cc2)c2ccccc12. As a reaction SMILES: [CH3:29][CH2:30][CH2:31][CH2:32][CH2:33][CH3:34].[Cl:10][c:11]1[nH:12][c:13]2[cH:14][cH:15][cH:16][cH:17][c:18]2[c:19]1[S:20](=[O:21])(=[O:22])[c:23]1[cH:24][cH:25][cH:26][cH:27][cH:28]1.[Cl:1][c:2]1[cH:3][cH:4][c:5]([CH2:6][Cl:7])[cH:8][cH:9]1.[Cl:35][CH2:36][Cl:37]>>[Cl:1][c:2]1[cH:3][cH:4][c:5]([CH2:6][n:12]2[c:11]([Cl:10])[c:19]([S:20](=[O:21])(=[O:22])[c:23]3[cH:24][cH:25][cH:26][cH:27][cH:28]3)[c:18]3[c:13]2[cH:14][cH:15][cH:16][cH:17]3)[cH:8][cH:9]1. Reactants: CC(=O)C1=CC(=CC=C1)[N+](=O)[O-] (3-nitroacetophenone), O.NN (hydrazine monohydrate). The solvent is O (Water), Industrial Methylated Spirits. Product: [N+](=O)([O-])C=1C=C(C=CC1)C(C)=NN (1-(3-Nitrophenyl)-1-ethanone hydrazone). The yield is 89.7%. RXN SMILES: [CH3:1][C:2]([C:4]1[CH:9]=[CH:8][CH:7]=[C:6]([N+:10]([O-:12])=[O:11])[CH:5]=1)=O.O.[NH2:14][NH2:15]>O>[N+:10]([C:6]1[CH:5]=[C:4]([C:2](=[N:14][NH2:15])[CH3:1])[CH:9]=[CH:8][CH:7]=1)([O-:12])=[O:11] |f:1.2|. Procedure details: To a solution of 3-nitroacetophenone (200 g, 1.12 mol) in Industrial Methylated Spirits (1.2 l) was added hydrazine monohydrate (140 ml, 2.25 mol) and the reaction mixture was heated under reflux for 2 h. Water (1.2 l) was added and the reaction mixture was cooled to room temperature. The resulting precipitate was collected by filtration to afford the title compound as a yellow crystalline solid (180 g, 82%). The reactants are C(C1=CC=CC=C1)Cl (benzyl chloride), O1CCN(CC1)C=1C2=C(N=C(N1)N1CCNCC1)CCCS2 (4-morpholino-2-piperazino-7,8-dihydro-6H-thiopyrano[3,2-d]pyrimidine), C([O-])([O-])=O.[K+].[K+] (potassium carbonate). The solvent is CN(C=O)C (N,N-dimethylformamide). The product is C(C1=CC=CC=C1)N1CCN(CC1)C=1N=C(C2=C(N1)CCCS2)N2CCOCC2 (2-(N-benzylpiperazino)-4-morpholino-7,8-dihydro-6H-thiopyrano[3,2-d]pyrimidine). Isolated yield 80.7%. As a reaction SMILES: [CH2:1](Cl)[C:2]1[CH:7]=[CH:6][CH:5]=[CH:4][CH:3]=1.[O:9]1[CH2:14][CH2:13][N:12]([C:15]2[C:16]3[S:30][CH2:29][CH2:28][CH2:27][C:17]=3[N:18]=[C:19]([N:21]3[CH2:26][CH2:25][NH:24][CH2:23][CH2:22]3)[N:20]=2)[CH2:11][CH2:10]1.C(=O)([O-])[O-].[K+].[K+]>CN(C)C=O>[CH2:1]([N:24]1[CH2:25][CH2:26][N:21]([C:19]2[N:20]=[C:15]([N:12]3[CH2:13][CH2:14][O:9][CH2:10][CH2:11]3)[C:16]3[S:30][CH2:29][CH2:28][CH2:27][C:17]=3[N:18]=2)[CH2:22][CH2:23]1)[C:2]1[CH:7]=[CH:6][CH:5]=[CH:4][CH:3]=1 |f:2.3.4|. Procedure details: 1.6 g of benzyl chloride was added dropwise to a mixture of 3 g of 4-morpholino-2-piperazino-7,8-dihydro-6H-thiopyrano[3,2-d]pyrimidine, 4 g of potassium carbonate and 30 ml of N,N-dimethylformamide at room temperature under stirring, followed by stirring for 5 hours. The reaction solution was extracted with ethyl acetate, and the extract was washed with water and dried. The solvent was then distilled off and the resulting crystals were recrystallized from a mixture of diethyl ether-petroleum et...